This data is from the Open Reaction Database (ORD), a public repository of structured organic reaction records. The task is: describe an organic reaction: reactants, conditions, products, and yield Reactants: BrC=1C=C2CC(CC2=CC1)N (racemic 5-bromo-indan-2-ylamine), (1R)-(−)-campher-sulfonic acid, ( S ). Run in CCCCCC.C(C)(C)O.C(C)N(CC)CC (n-hexane isopropanol triethylamine). Yields the product BrC=1C=C2C[C@H](CC2=CC1)N ((S)-5-bromo-indan-2-ylamine). Reaction SMILES: [Br:1][C:2]1[CH:3]=[C:4]2[C:8](=[CH:9][CH:10]=1)[CH2:7][CH:6]([NH2:11])[CH2:5]2>CCCCCC.C(O)(C)C.C(N(CC)CC)C>[Br:1][C:2]1[CH:3]=[C:4]2[C:8](=[CH:9][CH:10]=1)[CH2:7][C@H:6]([NH2:11])[CH2:5]2 |f:1.2.3|. Procedure details: 2.93 g of (S)-5-bromo-indan-2-ylamine were prepared as described for the (R)enantiomer starting from 12.5 of racemic 5-bromo-indan-2-ylamine and the corresponding (1R)-(−)-campher-sulfonic acid. The enantiomeric purity was checked via chiral HPLC on a DAICEL Chiralcel OJ column (4.6×250 mm) using n-hexane:isopropanol:triethylamine (90:10:0.1) as eluent: 99% (S)-1% (R). Product: O=Cc1ccc2c(c1)NC(=O)CS2. Reactants: C1CCOC1, ClC(Cl)Cl, O=[Mn]=O, O=C1CSc2ccc(CO)cc2N1. RXN SMILES: [CH2:14]1[O:15][CH2:16][CH2:17][CH2:18]1.[Cl:19][CH:20]([Cl:21])[Cl:22].[O:23]=[Mn:24]=[O:25].[OH:1][CH2:2][c:3]1[cH:4][cH:5][c:6]2[c:7]([cH:13]1)[NH:8][C:9](=[O:12])[CH2:10][S:11]2>>[O:1]=[CH:2][c:3]1[cH:4][cH:5][c:6]2[c:7]([cH:13]1)[NH:8][C:9](=[O:12])[CH2:10][S:11]2. Reactants: [Na] (sodium), [O-]CC.[Na+] (sodium ethoxide), S(O)(O)(=O)=O (sulfuric acid), C(C(=O)OCC)(=O)OCC (diethyl oxalate), CC(=O)C (acetone), [Na] (sodium), Ice. Run in C(C)O (ethanol), O (water). Run at time 2 hour. Yields the product OC(C(=O)OCC)=CC(C)=O (Ethyl 2-hydroxy-4-oxopent-2-enoate). Isolated yield 101.0%. RXN SMILES: [O-]CC.[Na+].[Na].[C:6]([O:13][CH2:14][CH3:15])(=[O:12])[C:7]([O:9]CC)=O.[CH3:16][C:17]([CH3:19])=[O:18].S(=O)(=O)(O)O>C(O)C.O>[OH:9][C:7](=[CH:16][C:17](=[O:18])[CH3:19])[C:6]([O:13][CH2:14][CH3:15])=[O:12] |f:0.1,^1:4|. Reported procedure: In a 2-liter three-neck round-bottom flask equipped with a dropping funnel and a paddle stirrer a solution of sodium ethoxide is prepared by reacting metallic sodium (7.74 g, 340.00 mmol, 1.2 eq) in anhydrous ethanol (800 ml) at ambient temperature until the metallic sodium has been completely consumed. A solution of diethyl oxalate (37.20 mL, 280.00 mmol, 1.0 eq) in acetone (10.30 mL, 280.00 mmol, 1.0 eq) is subsequently added dropwise at ambient temperature. The reaction medium is maintained w... Starting materials: CC1(C)OCC(Cn2ccc(N)n2)O1, CCN=C=NCCCN(C)C, CN(C)C=O, CN(C)c1ccncc1, CCOC(C)=O, Cl, CC(C)CC(C(=O)O)n1ncc(I)cc1=O. The product is CC(C)CC(C(=O)Nc1ccn(CC2COC(C)(C)O2)n1)n1ncc(I)cc1=O. Reaction SMILES: [CH3:1][C:2]1([CH3:14])[O:3][CH2:4][CH:5]([CH2:7][n:8]2[n:9][c:10]([NH2:13])[cH:11][cH:12]2)[O:6]1.[CH3:32][N:33]([CH3:34])[CH2:35][CH2:36][CH2:37][N:38]=[C:39]=[N:40][CH2:41][CH3:42].[CH3:43][N:44]([CH3:45])[CH:46]=[O:47].[CH3:48][N:49]([CH3:50])[c:51]1[cH:52][cH:53][n:54][cH:55][cH:56]1.[CH3:57][CH2:58][O:59][C:60](=[O:61])[CH3:62].[ClH:31].[I:15][c:16]1[cH:17][n:18][n:19]([CH:23]([C:24](=[O:25])[OH:26])[CH2:27][CH:28]([CH3:29])[CH3:30])[c:20](=[O:22])[cH:21]1>>[CH3:1][C:2]1([CH3:14])[O:3][CH2:4][CH:5]([CH2:7][n:8]2[n:9][c:10]([NH:13][C:24]([CH:23]([n:19]3[n:18][cH:17][c:16]([I:15])[cH:21][c:20]3=[O:22])[CH2:27][CH:28]([CH3:29])[CH3:30])=[O:25])[cH:11][cH:12]2)[O:6]1.